Dataset: the Open Reaction Database (ORD), a public repository of structured organic reaction records. Task: describe an organic reaction: reactants, conditions, products, and yield Reactants: C(Cl)(Cl)Cl (chloroform), C1(O)=CC(O)=CC=C1 (resorcinol), ClCCC(=O)O (3-chloropropionic acid), FC(S(=O)(=O)O)(F)F (trifluoromethane sulfonic acid). The solvent is O (water). Yields the product OC1=C(C=CC(=C1)O)C(CCCl)=O (2',4'-Dihydroxy-3-chloropropiophenone). Isolated yield 66.9%. As a reaction SMILES: [C:1]1([CH:8]=[CH:7][CH:6]=[C:4]([OH:5])[CH:3]=1)[OH:2].[Cl:9][CH2:10][CH2:11][C:12](O)=[O:13].FC(F)(F)S(O)(=O)=O.C(Cl)(Cl)Cl>O>[OH:2][C:1]1[CH:3]=[C:4]([OH:5])[CH:6]=[CH:7][C:8]=1[C:12](=[O:13])[CH2:11][CH2:10][Cl:9]. Procedure: To a stirred mixture of resorcinol (200 g, 1.82 mol) and 3-chloropropionic acid (200 g, 1.84 mol) was added trifluoromethane sulfonic acid (1 kg) in one portion. The solution was heated slowly over 45 minutes to 80° C. then cooled to room temperature over 15 minutes and poured into chloroform (4.0 L). The organic portion was slowly poured into water (4.0 L) and the layers separated. The aqueous layer was extracted with chloroform (2×2.0 L). The combined organic layers were washed with brine, dri...